From a dataset of the Open Reaction Database (ORD), a public repository of structured organic reaction records. describe an organic reaction: reactants, conditions, products, and yield Starting materials: Cl (hydrochloric acid), BrC(C(CCBr)(F)F)(F)F (1,4-dibromo-1,1,2,2-tetrafluorobutane), FC(CCS(=O)(=O)CC(=O)OC)(F)F (methyl (3,3,3-trifluoropropylsulfonyl)acetate), [H-].[Na+] (sodium hydride). The solvent is CS(=O)C (dimethyl sulfoxide). Reaction conditions: time 3 day. The product is BrC(C(CCC(C(=O)OC)S(=O)(=O)CCC(F)(F)F)(F)F)(F)F (methyl 6-bromo-5,5,6,6-tetrafluoro-2-(3,3,3-trifluoropropylsulfonyl)hexanoate). Isolated yield 27.2%. RXN SMILES: [Br:1][C:2]([F:10])([F:9])[C:3]([F:8])([F:7])[CH2:4][CH2:5]Br.[F:11][C:12]([F:24])([F:23])[CH2:13][CH2:14][S:15]([CH2:18][C:19]([O:21][CH3:22])=[O:20])(=[O:17])=[O:16].[H-].[Na+].Cl>CS(C)=O>[Br:1][C:2]([F:10])([F:9])[C:3]([F:8])([F:7])[CH2:4][CH2:5][CH:18]([S:15]([CH2:14][CH2:13][C:12]([F:23])([F:24])[F:11])(=[O:17])=[O:16])[C:19]([O:21][CH3:22])=[O:20] |f:2.3|. Procedure details: To a solution of 1.2 g of 1,4-dibromo-1,1,2,2-tetrafluorobutane and 1.0 g of methyl (3,3,3-trifluoropropylsulfonyl)acetate in 30 ml of dimethyl sulfoxide was added 0.2 g of sodium hydride (60% in oil) at room temperature. The mixture was stirred at the same temperature for 3 days. To the reaction mixture was added 10% hydrochloric acid, and then extracted with ethyl acetate. The organic layer was washed with a saturated sodium chloride aqueous solution, dried over anhydrous magnesium sulfate, an... The reactants are ClC1=C(C(=O)O)C=C(C=C1)[N+](=O)[O-] (2-chloro-5-nitrobenzoic acid), C1(=CC(=CC=C1)N)N (1,3-phenylenediamine), C([O-])([O-])=O.[K+].[K+] (potassium carbonate), cupric sulfate, O (water). The reagents and catalysts are [Cu] (copper). Solvent: C(C)(=O)O (acetic acid), ice water. Run at time 6.25 hour. Yields the product NC=1C=C(C=CC1)NC1=C(C(=O)O)C=C(C=C1)[N+](=O)[O-] (2-(3-Amino-phenylamino)-5-nitrobenzoic acid). As a reaction SMILES: Cl[C:2]1[CH:10]=[CH:9][C:8]([N+:11]([O-:13])=[O:12])=[CH:7][C:3]=1[C:4]([OH:6])=[O:5].[C:14]1([NH2:21])[CH:19]=[CH:18][CH:17]=[C:16]([NH2:20])[CH:15]=1.C(=O)([O-])[O-].[K+].[K+].O>[Cu].C(O)(=O)C>[NH2:20][C:16]1[CH:15]=[C:14]([NH:21][C:2]2[CH:10]=[CH:9][C:8]([N+:11]([O-:13])=[O:12])=[CH:7][C:3]=2[C:4]([OH:6])=[O:5])[CH:19]=[CH:18][CH:17]=1 |f:2.3.4|. Reported procedure: A mixture of 2-chloro-5-nitrobenzoic acid 16 (150.0 g, 744 mmol), 1,3-phenylenediamine 17 (150.0 g, 1.387 mol), anhydrous potassium carbonate (309.0 g, 2.236 mol ), copper powder (2.0 g, 31.5 mmol), cupric sulfate (10 mg) and water (2.0 L) was heated to reflux with stirring for 6.25 hr under argon. It was then allowed to stand overnight at room temperature. Glacial acetic acid was added to the reaction mixture with stirring until pH 5 and the flask cooled in ice water. The mustard yellow solid w... Reactants: C(C)(C)(C)OC(=O)N1[C@H](CNCC1)C(C)C (1-tert-butyloxycarbonyl-(S)-2-isopropylpiperazine), [H-].[Na+] (NaH), ClC=1OC=2C(N1)=C(C=CC2)C(=O)OC (Methyl 2-chlorobenzoxazole-4-carboxylate). The solvent is COCCOC (DME). Run at time 1 hour. The product is C(C)(C)(C)OC(=O)N1[C@H](CN(CC1)C=1OC=2C(N1)=C(C=CC2)C(=O)OC)C(C)C (methyl 2-(4-(tert-butoxycarbonyl)-(S)-3-isopropylpiperazin-1-yl)benzoxazole-4-carboxylate). Yield: 39.5%. As a reaction SMILES: [C:1]([O:5][C:6]([N:8]1[CH2:13][CH2:12][NH:11][CH2:10][C@@H:9]1[CH:14]([CH3:16])[CH3:15])=[O:7])([CH3:4])([CH3:3])[CH3:2].[H-].[Na+].Cl[C:20]1[O:21][C:22]2[C:23](=[C:25]([C:29]([O:31][CH3:32])=[O:30])[CH:26]=[CH:27][CH:28]=2)[N:24]=1>COCCOC>[C:1]([O:5][C:6]([N:8]1[CH2:13][CH2:12][N:11]([C:20]2[O:21][C:22]3[C:23](=[C:25]([C:29]([O:31][CH3:32])=[O:30])[CH:26]=[CH:27][CH:28]=3)[N:24]=2)[CH2:10][C@@H:9]1[CH:14]([CH3:16])[CH3:15])=[O:7])([CH3:4])([CH3:3])[CH3:2] |f:1.2|. Reported procedure: To a solution of 1-tert-butyloxycarbonyl-(S)-2-isopropylpiperazine (384 mg, 1.7 mmol) in DME (10 mL) was added NaH (70 mg of 60% suspension in mineral oil, 1.6 mmol) and the mixture was stirred for 1 h at room temperature. Methyl 2-chlorobenzoxazole-4-carboxylate (368 mg, 1.6 mmol) was added to the reaction mixture and suspension formed was stirred at room temperature for 17 h. The reaction mixture was quenched with CH3OH (10 mL), silica gel (15 mL) was added, and solvent removed under reduced p... Starting materials: C(CCCCC)(=O)N1CC(C(CC1)(C1=CC(=CC=C1)C(=O)OC)C)C (1-hexanoyl-3,4-dimethyl-4-(3-methoxycarbonyl-phenyl)piperidine), [H-].[Al+3].[Li+].[H-].[H-].[H-] (lithium aluminium hydride). Solvent: O1CCCC1 (tetrahydrofuran). Run at time 3 hour. Yields the product C(CCCCC)N1CC(C(CC1)(C1=CC(=CC=C1)CO)C)C (1-Hexyl-3,4-dimethyl-4-(3-hydroxymethylphenyl)-piperidine). The yield is 43.0%. As a reaction SMILES: [C:1]([N:8]1[CH2:13][CH2:12][C:11]([CH3:24])([C:14]2[CH:19]=[CH:18][CH:17]=[C:16]([C:20](OC)=[O:21])[CH:15]=2)[CH:10]([CH3:25])[CH2:9]1)(=O)[CH2:2][CH2:3][CH2:4][CH2:5][CH3:6].[H-].[Al+3].[Li+].[H-].[H-].[H-]>O1CCCC1>[CH2:1]([N:8]1[CH2:13][CH2:12][C:11]([CH3:24])([C:14]2[CH:19]=[CH:18][CH:17]=[C:16]([CH2:20][OH:21])[CH:15]=2)[CH:10]([CH3:25])[CH2:9]1)[CH2:2][CH2:3][CH2:4][CH2:5][CH3:6] |f:1.2.3.4.5.6|. Procedure details: A stirred solution of 1-hexanoyl-3,4-dimethyl-4-(3-methoxycarbonyl-phenyl)piperidine (Preparation 7, 80 mg, 0.23 mmol) in anhydrous tetrahydrofuran (1 mL) under nitrogen was treated with lithium aluminium hydride (1.0 M in ether, 0.70 mL, 0.70 mmol) and the mixture was stirred at room temperature for 3 hours. The reaction mixture was then quenched with water (7.5 mL) and extracted with ethyl acetate (7 mL). The phases were separated and the aqueous layer was further extracted with ethyl acetate ... Reactants: CC(C)(C)OC(=O)c1ccc(C=Cc2ccsc2)cc1Nc1ccc(F)cc1, O=C(O)C(F)(F)F. The product is O=C(O)c1ccc(C=Cc2ccsc2)cc1Nc1ccc(F)cc1. As a reaction SMILES: [F:8][c:9]1[cH:10][cH:11][c:12]([NH:13][c:14]2[c:15]([C:16](=[O:17])[O:18][C:19]([CH3:20])([CH3:21])[CH3:22])[cH:23][cH:24][c:25]([CH:27]=[CH:28][c:29]3[cH:30][s:31][cH:32][cH:33]3)[cH:26]2)[cH:34][cH:35]1.[OH:1][C:2]([C:3]([F:4])([F:5])[F:6])=[O:7]>>[F:8][c:9]1[cH:10][cH:11][c:12]([NH:13][c:14]2[c:15]([C:16](=[O:17])[OH:18])[cH:23][cH:24][c:25]([CH:27]=[CH:28][c:29]3[cH:30][s:31][cH:32][cH:33]3)[cH:26]2)[cH:34][cH:35]1. Yields the product O=C(NC1CCN(CC2CCN3CCOCC23)CC1)c1cc2c(OCc3coc4ccc(Cl)cc34)cccc2[nH]1. RXN SMILES: [CH2:42]1[O:43][CH2:44][CH2:45][N:46]2[CH:47]1[CH:48]([CH2:52][OH:53])[CH2:49][CH2:50][CH2:51]2.[OH:1][CH:2]1[CH:3]([OH:4])[CH2:5][CH2:6][N:7]([CH:8]([CH3:9])[CH2:10][N:11]2[CH2:12][CH2:13][CH:14]([NH:17][C:18](=[O:19])[c:20]3[nH:21][c:22]4[cH:23][cH:24][cH:25][c:26]([O:29][CH2:30][c:31]5[cH:32][o:33][c:34]6[c:35]5[cH:36][c:37]([Cl:40])[cH:38][cH:39]6)[c:27]4[cH:28]3)[CH2:15][CH2:16]2)[CH2:41]1>>[CH2:10]([N:11]1[CH2:12][CH2:13][CH:14]([NH:17][C:18](=[O:19])[c:20]2[nH:21][c:22]3[cH:23][cH:24][cH:25][c:26]([O:29][CH2:30][c:31]4[cH:32][o:33][c:34]5[c:35]4[cH:36][c:37]([Cl:40])[cH:38][cH:39]5)[c:27]3[cH:28]2)[CH2:15][CH2:16]1)[CH:49]1[CH:47]2[CH2:42][O:43][CH2:44][CH2:45][N:46]2[CH2:51][CH2:50]1. Reactants: OCC1CCCN2CCOCC12, CC(CN1CCC(NC(=O)c2cc3c(OCc4coc5ccc(Cl)cc45)cccc3[nH]2)CC1)N1CCC(O)C(O)C1. Starting materials: S(=O)(Cl)Cl (thionyl chloride), NO (hydroxylamine), C(C)(C)(C)[SiH2]OC(C=1C=C(C#N)C=CC1)(C)C (3-(tert-butyl-dimethyl-silanyloxymethyl)-benzonitrile), Cl (hydrochloric acid), N1=CC=CC=C1 (pyridine). Solvent: [Cl-].[Na+].O (brine), C(C)(C)O (isopropanol), O1CCCC1 (tetrahydrofuran), ClCCl (dichloromethane). Conditions: time 2 hour. Yields the product O=S1ON=C(N1)C=1C=C(C=CC1)CO ([3-(2-oxo-2,3-dihydro-2λ4-[1,2,3,5]oxathiadiazol-4-yl)-phenyl]-methanol). The yield is 91.0%. RXN SMILES: [NH2:1][OH:2].C([SiH2][O:8][C:9](C)(C)[C:10]1[CH:11]=[C:12]([CH:15]=[CH:16][CH:17]=1)[C:13]#[N:14])(C)(C)C.N1C=CC=CC=1.[S:26](Cl)(Cl)=[O:27].Cl>C(O)(C)C.[Cl-].[Na+].O.O1CCCC1.ClCCl>[O:27]=[S:26]1[NH:14][C:13]([C:12]2[CH:11]=[C:10]([CH2:9][OH:8])[CH:17]=[CH:16][CH:15]=2)=[N:1][O:2]1 |f:6.7.8|. Procedure: Add hydroxylamine (50% aqueous solution, 5.34 g, 80.8 mmol) dropwise to a refluxing solution of 3-(tert-butyl-dimethyl-silanyloxymethyl)-benzonitrile (5.00 g, 20.2 mmol) in isopropanol (0.1 M). After 2 hours, concentrate the reaction under reduced pressure and azeotrope with toluene. Add dichloromethane (0.1 M) and pyridine (1.92 g, 24.3 mmol) and cool reaction to −78° C. Add thionyl chloride (2.64 g, 22.2 mmol) via syringe. After 4 hours, warm the reaction to room temperature. Concentrate the r... Starting materials: C(CC)Br (propyl bromide), [H-].[Na+] (sodium hydride), ice water, CS(=O)C (dimethyl sulphoxide), BrC1=CC=2C(CCC(C2C=C1O)(C)C)(C)C (2-bromo-3-hydroxy-5,5,8,8-tetra-methyl-5,6,7,8-tetrahydro-naphthalene). The solvent is CN(C=O)C (dimethylformamide), CN(C=O)C (dimethylformamide). Conditions: temperature 40 celsius, time 0.5 hour. Yields the product BrC1=CC=2C(CCC(C2C=C1OCCC)(C)C)(C)C (2-bromo-3-propoxy-5,5,8,8-tetramethyl-5,6,7,8-tetrahydro-naphthalene). The yield is 97.3%. As a reaction SMILES: [H-].[Na+].CS(C)=O.[Br:7][C:8]1[C:17]([OH:18])=[CH:16][C:15]2[C:14]([CH3:20])([CH3:19])[CH2:13][CH2:12][C:11]([CH3:22])([CH3:21])[C:10]=2[CH:9]=1.[CH2:23](Br)[CH2:24][CH3:25]>CN(C)C=O>[Br:7][C:8]1[C:17]([O:18][CH2:23][CH2:24][CH3:25])=[CH:16][C:15]2[C:14]([CH3:20])([CH3:19])[CH2:13][CH2:12][C:11]([CH3:22])([CH3:21])[C:10]=2[CH:9]=1 |f:0.1|. Procedure: 1.4 g of sodium hydride, 50% in mineral oil, were suspended in 50 ml of abs. dimethyl sulphoxide and treated dropwise while cooling with ice with 8.5 g of 2-bromo-3-hydroxy-5,5,8,8-tetra-methyl-5,6,7,8-tetrahydro-naphthalene dissolved in 60 ml of abs. dimethylformamide. The reaction mixture was stirred at 40° C. for ½ hour and subsequently a solution of 4.4 g of propyl bromide in 20 ml of dimethylformamide was added while cooling with ice. After stirring at room temperature for 20 hours the mixt... The reactants are [C@@H]12[C@H](CCCC1)C(=O)OC2=O (trans-1,2-cyclohexanedicarboxylic acid anhydride), N (ammonia), Cl (hydrochloric acid). Product: C(N)(=O)[C@H]1[C@@H](CCCC1)C(=O)O (Trans-2-carbamoylcyclohexanecarboxylic acid). RXN SMILES: [C@@H:1]12[C:10](=[O:11])[O:9][C:7](=[O:8])[C@H:2]1[CH2:3][CH2:4][CH2:5][CH2:6]2.Cl.[NH3:13]>>[C:10]([C@@H:1]1[CH2:6][CH2:5][CH2:4][CH2:3][C@H:2]1[C:7]([OH:9])=[O:8])(=[O:11])[NH2:13]. Reported procedure: To 40 ml of aqueous conc. ammonia were added 10.0 g of trans-1,2-cyclohexanedicarboxylic acid anhydride with stirring at room temperature, and the mixture was stirred at room temperature for 4 hours and 15 minutes. The pH of the reaction mixture was adjusted to 1 with conc. hydrochloric acid with stirring under ice-cooling and the precipitated crystalline solid was collected by filtration and washed with water. The crystalline solid was recrystallized from ethanol to obtain 6.93 g of the desired...